Dataset: the Open Reaction Database (ORD), a public repository of structured organic reaction records. Task: describe an organic reaction: reactants, conditions, products, and yield The reactants are C(C1=CC=CC=C1)OC(=O)N[C@@H](CC1=CC=C(C=C1)O)C(=O)O (N-benzyloxycarbonyltyrosine), C(C)(C)(C)OC(=O)N1CCNCC1 (N-(tert-butoxycarbonyl)piperazine), C1CCC(CC1)N=C=NC2CCCCC2 (DCC). Solvent: C(Cl)Cl (methylene chloride), C(C)(=O)OCC (ethyl acetate). Run at time 40 hour. Yields the product C(C1=CC=CC=C1)OC(=O)N[C@@H](CC1=CC=C(C=C1)O)C(=O)N1CCN(CC1)C(=O)OC(C)(C)C (1-(N-Benzyloxycarbonyltyrosyl)-4-(tert-butoxycarbonyl)piperazine). As a reaction SMILES: [CH2:1]([O:8][C:9]([NH:11][C@H:12]([C:21]([OH:23])=O)[CH2:13][C:14]1[CH:19]=[CH:18][C:17]([OH:20])=[CH:16][CH:15]=1)=[O:10])[C:2]1[CH:7]=[CH:6][CH:5]=[CH:4][CH:3]=1.[C:24]([O:28][C:29]([N:31]1[CH2:36][CH2:35][NH:34][CH2:33][CH2:32]1)=[O:30])([CH3:27])([CH3:26])[CH3:25].C1CCC(N=C=NC2CCCCC2)CC1>C(Cl)Cl.C(OCC)(=O)C>[CH2:1]([O:8][C:9]([NH:11][C@H:12]([C:21]([N:34]1[CH2:33][CH2:32][N:31]([C:29]([O:28][C:24]([CH3:27])([CH3:26])[CH3:25])=[O:30])[CH2:36][CH2:35]1)=[O:23])[CH2:13][C:14]1[CH:15]=[CH:16][C:17]([OH:20])=[CH:18][CH:19]=1)=[O:10])[C:2]1[CH:3]=[CH:4][CH:5]=[CH:6][CH:7]=1. Procedure: 21.31 g of N-benzyloxycarbonyltyrosine and 11.79 of N-(tert-butoxycarbonyl)piperazine were dissolved in a mixed solvent of 200 ml of methylene chloride and 100 ml of ethyl acetate, and to the solution was added 14 g of DCC. After stirring at a room temperature for 40 hours, precipitated insoluble matter was filtered off, and the filtrate was concentrated under a reduced pressure, and resulting residue was applied to a silica gel column and eluted with hexane/ethyl acetate (1:1) to obtain 23.9 g ... Reactants: C1(=CC=CC=C1)C=1N=C(OC1C1=CC=CC=C1)C1NCCC1CC=1C=C(OCC(=O)O)C=CC1 ([3-[[2-(4,5-diphenyloxazol-2-yl)pyrrolidin-3-yl]methyl]phenoxy]acetic acid), [OH-].[Na+] (NaOH), C(C)(=O)Cl (acetyl chloride). Solvent: C1CCOC1 (THF), O (water). The product is C1(=CC=CC=C1)C=1N=C(OC1C1=CC=CC=C1)C1N(CCC1CC=1C=C(OCC(=O)O)C=CC1)C(C)=O ([3-[[2-(4,5-diphenyloxazol-2-yl)-1-acetylpyrrolidin-3-yl]methyl]phenoxy]acetic acid). Reaction SMILES: [C:1]1([C:7]2[N:8]=[C:9]([CH:18]3[CH:22]([CH2:23][C:24]4[CH:25]=[C:26]([CH:32]=[CH:33][CH:34]=4)[O:27][CH2:28][C:29]([OH:31])=[O:30])[CH2:21][CH2:20][NH:19]3)[O:10][C:11]=2[C:12]2[CH:17]=[CH:16][CH:15]=[CH:14][CH:13]=2)[CH:6]=[CH:5][CH:4]=[CH:3][CH:2]=1.[C:35](Cl)(=[O:37])[CH3:36].[OH-].[Na+]>C1COCC1.O>[C:1]1([C:7]2[N:8]=[C:9]([CH:18]3[CH:22]([CH2:23][C:24]4[CH:25]=[C:26]([CH:32]=[CH:33][CH:34]=4)[O:27][CH2:28][C:29]([OH:31])=[O:30])[CH2:21][CH2:20][N:19]3[C:35](=[O:37])[CH3:36])[O:10][C:11]=2[C:12]2[CH:13]=[CH:14][CH:15]=[CH:16][CH:17]=2)[CH:2]=[CH:3][CH:4]=[CH:5][CH:6]=1 |f:2.3|. Procedure details: To a solution of [3-[[2-(4,5-diphenyloxazol-2-yl)pyrrolidin-3-yl]methyl]phenoxy]acetic acid (140 mg) in a mixture of THF (10 ml) and water (10 ml) was added acetyl chloride (1.0 ml) dropwise at 0° C. keeping pH 8-9 with 1N NaOH solution. The mixture was partitioned between ethyl acetate and water. The organic layer was washed with water, 1N-HCl and brine. The dried solvent was evaporated in vacuo and the residue was purified by trituration with hexane to afford [3-[[2-(4,5-diphenyloxazol-2-yl)-1... Starting materials: CC(C)(C)OC(=O)Nc1cc(C(F)(F)F)ccc1-c1cc(Oc2ccc3cccnc3c2)ncn1, ClCCl, O=C(O)C(F)(F)F. The product is Nc1cc(C(F)(F)F)ccc1-c1cc(Oc2ccc3cccnc3c2)ncn1. Reaction SMILES: [C:1]([O:2][C:3](=[O:4])[NH:7][c:8]1[c:9](-[c:18]2[n:19][cH:20][n:21][c:22]([O:24][c:25]3[cH:26][cH:27][c:28]4[cH:29][cH:30][cH:31][n:32][c:33]4[cH:34]3)[cH:23]2)[cH:10][cH:11][c:12]([C:14]([F:15])([F:16])[F:17])[cH:13]1)([CH3:5])([CH3:6])[CH3:35].[Cl:43][CH2:44][Cl:45].[OH:36][C:37]([C:38]([F:39])([F:40])[F:41])=[O:42]>>[NH2:7][c:8]1[c:9](-[c:18]2[n:19][cH:20][n:21][c:22]([O:24][c:25]3[cH:26][cH:27][c:28]4[cH:29][cH:30][cH:31][n:32][c:33]4[cH:34]3)[cH:23]2)[cH:10][cH:11][c:12]([C:14]([F:15])([F:16])[F:17])[cH:13]1. The reactants are CC1=CC=C(C=C1)S(=O)(=O)OC1CCN(CC1)C(=O)OC(C)(C)C (tert-butyl 4-{[(4-methylphenyl)sulfonyl]oxy}piperidine-1-carboxylate), COC=1C=C(C=CC1OC)C1=NNC(C12CCCC2)=O (4-(3,4-dimethoxyphenyl)-2,3-diazaspiro[4.4]non-3-en-1-one), CC1=CC=C(C=C1)S(=O)(=O)OC1CCN(CC1)C(=O)OC(C)(C)C (tert-butyl 4-{[(4-methylphenyl)sulfonyl]oxy}piperidine-1-carboxylate). Product: hydrochloride salt, COC=1C=C(C=CC1OC)C1=NN(C(C12CCCC2)=O)C2CCNCC2 (4-(3,4-Dimethoxyphenyl)-2-piperidin-4-yl-2,3-diazaspiro[4.4]non-3-en-1-one). RXN SMILES: [CH3:1][O:2][C:3]1[CH:4]=[C:5]([C:11]2[C:15]3([CH2:19][CH2:18][CH2:17][CH2:16]3)[C:14](=[O:20])[NH:13][N:12]=2)[CH:6]=[CH:7][C:8]=1[O:9][CH3:10].CC1C=CC(S(O[CH:32]2[CH2:37][CH2:36][N:35](C(OC(C)(C)C)=O)[CH2:34][CH2:33]2)(=O)=O)=CC=1>>[CH3:1][O:2][C:3]1[CH:4]=[C:5]([C:11]2[C:15]3([CH2:16][CH2:17][CH2:18][CH2:19]3)[C:14](=[O:20])[N:13]([CH:32]3[CH2:37][CH2:36][NH:35][CH2:34][CH2:33]3)[N:12]=2)[CH:6]=[CH:7][C:8]=1[O:9][CH3:10]. Reported procedure: Prepared analogous as described for the example B1 (Alternative 1) using 4-(3,4-dimethoxyphenyl)-2,3-diazaspiro[4.4]non-3-en-1-one (compound C10) and tert-butyl 4-{[(4-methylphenyl)sulfonyl]oxy}piperidine-1-carboxylate (compound E1) as starting compounds resulting in the hydrochloride salt of the title compound. (compound B10*HCl) The reactants are C([O-])([O-])=O.[Na+].[Na+] (sodium carbonate), C(C)O (ethanol), C(CCCC)[C@@H]1CC[C@H](CC1)C1=CC=C(C=C1)B(O)O (4-(trans-4-pentylcyclohexyl)phenylboronic acid), FC(C1=C(N)C=CC(=C1)Br)(F)F (2-trifluoromethyl-4-bromoaniline). The reagents and catalysts are C=1C=CC(=CC1)[P](C=2C=CC=CC2)(C=3C=CC=CC3)[Pd]([P](C=4C=CC=CC4)(C=5C=CC=CC5)C=6C=CC=CC6)([P](C=7C=CC=CC7)(C=8C=CC=CC8)C=9C=CC=CC9)[P](C=1C=CC=CC1)(C=1C=CC=CC1)C=1C=CC=CC1 (tetrakis(triphenylphosphine)palladium(0)). The solvent is CCOCC (ether), O (water), C1=CC=CC=C1 (benzene). Product: NC1=C(C=C(C=C1)C1=CC=C(C=C1)[C@@H]1CC[C@H](CC1)CCCCC)C(F)(F)F (4-amino-4′-(trans-4-pentylcyclohexyl)-3-trifluoromethylbiphenyl). Isolated yield 91.3%. Reaction SMILES: C(O)C.[CH2:4]([C@H:9]1[CH2:14][CH2:13][C@H:12]([C:15]2[CH:20]=[CH:19][C:18](B(O)O)=[CH:17][CH:16]=2)[CH2:11][CH2:10]1)[CH2:5][CH2:6][CH2:7][CH3:8].[F:24][C:25]([F:35])([F:34])[C:26]1[CH:32]=[C:31](Br)[CH:30]=[CH:29][C:27]=1[NH2:28].C(=O)([O-])[O-].[Na+].[Na+]>C1C=CC([P]([Pd]([P](C2C=CC=CC=2)(C2C=CC=CC=2)C2C=CC=CC=2)([P](C2C=CC=CC=2)(C2C=CC=CC=2)C2C=CC=CC=2)[P](C2C=CC=CC=2)(C2C=CC=CC=2)C2C=CC=CC=2)(C2C=CC=CC=2)C2C=CC=CC=2)=CC=1.CCOCC.O.C1C=CC=CC=1>[NH2:28][C:27]1[CH:29]=[CH:30][C:31]([C:18]2[CH:17]=[CH:16][C:15]([C@H:12]3[CH2:13][CH2:14][C@H:9]([CH2:4][CH2:5][CH2:6][CH2:7][CH3:8])[CH2:10][CH2:11]3)=[CH:20][CH:19]=2)=[CH:32][C:26]=1[C:25]([F:35])([F:34])[F:24] |f:3.4.5,^1:45,47,66,85|. Procedure details: First, 100 ml of ethanol containing 4.91 g of 4-(trans-4-pentylcyclohexyl)phenylboronic acid dissolved therein, 100 ml of benzene containing 10.0 g of 2-trifluoromethyl-4-bromoaniline, 41.7 ml of a sodium carbonate aqueous solution with a concentration of 2 mol/l, and 1.20 g of tetrakis(triphenylphosphine)palladium(0) were put in an argon-replaced 300 ml flask, and stirred under reflux for six hours. After the reaction, water and ether were added to the reaction solution for extraction. The resu... The reactants are CS(=O)(=O)O.N(C(=N)N)C1=CC=C(C=C1)CCC1=CC=C(O1)C(=O)O (5-(p-guanidinophenylethyl)-furan-2-carboxylic acid methanesulfonate), CS(=O)(=O)OC1=CC2=CC=C(C=C2C=C1)C(N)=N (6-amidino-2-naphthol methanesulfonate), C1CCC(CC1)N=C=NC2CCCCC2 (DCC). The solvent is N1=CC=CC=C1 (pyridine). Run at time 8 hour. The product is CS(=O)(=O)O.CS(=O)(=O)O.N(C(=N)N)C1=CC=C(C=C1)CCC1=CC=C(O1)C(=O)OC1=CC2=CC=C(C=C2C=C1)C(N)=N (6-amidino-2-naphthyl 5-(p-guanidinophenylethyl)-furan-2-carboxylate dimethanesulfonate). Isolated yield 50.3%. As a reaction SMILES: [CH3:1][S:2]([OH:5])(=[O:4])=[O:3].[NH:6]([C:10]1[CH:15]=[CH:14][C:13]([CH2:16][CH2:17][C:18]2[O:22][C:21]([C:23]([OH:25])=[O:24])=[CH:20][CH:19]=2)=[CH:12][CH:11]=1)[C:7]([NH2:9])=[NH:8].[CH3:26][S:27]([O:30][C:31]1[CH:40]=[CH:39][C:38]2[C:33](=[CH:34][CH:35]=[C:36]([C:41](=[NH:43])[NH2:42])[CH:37]=2)[CH:32]=1)(=[O:29])=[O:28].C1CCC(N=C=NC2CCCCC2)CC1>N1C=CC=CC=1>[CH3:1][S:2]([OH:5])(=[O:4])=[O:3].[CH3:26][S:27]([OH:30])(=[O:29])=[O:28].[NH:6]([C:10]1[CH:15]=[CH:14][C:13]([CH2:16][CH2:17][C:18]2[O:22][C:21]([C:23]([O:25][C:31]3[CH:40]=[CH:39][C:38]4[C:33](=[CH:34][CH:35]=[C:36]([C:41](=[NH:42])[NH2:43])[CH:37]=4)[CH:32]=3)=[O:24])=[CH:20][CH:19]=2)=[CH:12][CH:11]=1)[C:7]([NH2:9])=[NH:8] |f:0.1,5.6.7|. Reported procedure: To 2.9 g of 5-(p-guanidinophenylethyl)-furan-2-carboxylic acid methanesulfonate, 2.2 g of 6-amidino-2-naphthol methanesulfonate and 1.9 g of DCC was added 15 ml of anhydrous pyridine. The reaction mixture was stirred overnight at room temperature. The insolubles were filtered off and the filtrate was added to 100 ml of ethyl ether with stirring. Decantation is conducted to remove the ethyl ether. After repeating the procedure several times, the filtrate was dissolved in a small amount of methano... Reactants: CCN(C(C)C)C(C)C, CCCP(=O)(O)O, Cn1ncc(C(=O)O)c1C(=O)Nc1ccn2nc(N3CCOCC3)nc2c1, CNC1CCCC1, C1CCOC1. The product is CN(C(=O)c1cnn(C)c1C(=O)Nc1ccn2nc(N3CCOCC3)nc2c1)C1CCCC1. As a reaction SMILES: [CH2:35]([N:36]([CH:37]([CH3:38])[CH3:39])[CH:40]([CH3:41])[CH3:42])[CH3:43].[CH2:44]([P:45]([OH:46])(=[O:47])[OH:48])[CH2:49][CH3:50].[CH3:1][n:2]1[n:3][cH:4][c:5]([C:25](=[O:26])[OH:27])[c:6]1[C:7]([NH:8][c:9]1[cH:10][c:11]2[n:12]([cH:13][cH:14]1)[n:15][c:16]([N:18]1[CH2:19][CH2:20][O:21][CH2:22][CH2:23]1)[n:17]2)=[O:24].[CH:28]1([NH:33][CH3:34])[CH2:29][CH2:30][CH2:31][CH2:32]1.[O:51]1[CH2:52][CH2:53][CH2:54][CH2:55]1>>[CH3:1][n:2]1[n:3][cH:4][c:5]([C:25](=[O:27])[N:33]([CH:28]2[CH2:29][CH2:30][CH2:31][CH2:32]2)[CH3:34])[c:6]1[C:7]([NH:8][c:9]1[cH:10][c:11]2[n:12]([cH:13][cH:14]1)[n:15][c:16]([N:18]1[CH2:19][CH2:20][O:21][CH2:22][CH2:23]1)[n:17]2)=[O:24]. The reactants are ClC=1C=NC=C(C1NC(C)C)Cl (3,5-dichloro-4-(1-methylethyl)aminopyridine), N1CCNCC1 (piperazine), Cl (hydrochloric acid). The solvent is C=1(C(=CC=CC1)C)C (xylene). Yields the product ClC=1C(=C(C=NC1)N1CCNCC1)NC(C)C (1-[5-Chloro-4-(1-methylethyl)amino-3-pyridinyl]piperazine). As a reaction SMILES: Cl[C:2]1[CH:3]=[N:4][CH:5]=[C:6]([Cl:12])[C:7]=1[NH:8][CH:9]([CH3:11])[CH3:10].[NH:13]1[CH2:18][CH2:17][NH:16][CH2:15][CH2:14]1.Cl>C1(C)C(C)=CC=CC=1>[Cl:12][C:6]1[C:7]([NH:8][CH:9]([CH3:11])[CH3:10])=[C:2]([N:13]2[CH2:18][CH2:17][NH:16][CH2:15][CH2:14]2)[CH:3]=[N:4][CH:5]=1. Procedure: A mixture of 3,5-dichloro-4-(1-methylethyl)aminopyridine (PREPARATION 41, 1.77 g) and piperazine (2.96 g) in xylene (18 ml) is refluxed for 40 hr. The mixture is cooled and then treated with concentrated hydrochloric acid (8 ml). After further cooling, a precipitate forms and the organic liquid is separated. The aqueous phase is diluted with an excess of a solution of aqueous sodium hydroxide (10%) and then is extracted with chloroform (3×). The combined organic extracts are washed with water, t...